Dataset: the Open Reaction Database (ORD), a public repository of structured organic reaction records. Task: describe an organic reaction: reactants, conditions, products, and yield Reactants: CS(=O)(=O)OCc1cccc(C(F)(F)F)c1, O=Cc1cccc2[nH]ccc12. The product is O=Cc1cccc2c1ccn2Cc1cccc(C(F)(F)F)c1. Reaction SMILES: [CH3:1][S:2]([O:3][CH2:6][c:7]1[cH:8][c:9]([C:13]([F:14])([F:15])[F:16])[cH:10][cH:11][cH:12]1)(=[O:4])=[O:5].[nH:17]1[cH:18][cH:19][c:20]2[c:21]([CH:26]=[O:27])[cH:22][cH:23][cH:24][c:25]12>>[CH2:6]([c:7]1[cH:8][c:9]([C:13]([F:14])([F:15])[F:16])[cH:10][cH:11][cH:12]1)[n:17]1[cH:18][cH:19][c:20]2[c:21]([CH:26]=[O:27])[cH:22][cH:23][cH:24][c:25]12. Starting materials: C(C1=CC=CC=C1)OC1=C(C=O)C(=CC=C1)F (2-benzyloxy-6-fluoro-benzaldehyde), 4-methoxyphenyl-magnesium bromide THF, [Cl-].[NH4+] (ammonium chloride). The solvent is C1CCOC1 (THF). Run at time 1.5 hour. Product: C(C1=CC=CC=C1)OC1=C(C(=CC=C1)F)C(O)C1=CC=C(C=C1)OC ((2-Benzyloxy-6-fluorophenyl)-(4-methoxyphenyl)methanol). The yield is 170.1%. As a reaction SMILES: [CH2:1]([O:8][C:9]1[CH:16]=[CH:15][CH:14]=[C:13]([F:17])[C:10]=1[CH:11]=[O:12])[C:2]1[CH:7]=[CH:6][CH:5]=[CH:4][CH:3]=1.[Cl-].[NH4+]>C1COCC1>[CH2:1]([O:8][C:9]1[CH:16]=[CH:15][CH:14]=[C:13]([F:17])[C:10]=1[CH:11]([C:14]1[CH:15]=[CH:16][C:9]([O:8][CH3:1])=[CH:10][CH:13]=1)[OH:12])[C:2]1[CH:3]=[CH:4][CH:5]=[CH:6][CH:7]=1 |f:1.2|. Reported procedure: To a THF solution (50 mL) of 2-benzyloxy-6-fluoro-benzaldehyde (2.25 g, 9.8 mmol) as described in International Publication WO 04/048335, a 4-methoxyphenyl-magnesium bromide THF solution (0.5 M, 21.5 mL) was added dropwise in a nitrogen stream at room temperature. The reaction mixture was stirred at room temperature for 1.5 hours, and then a saturated ammonium chloride aqueous solution was added thereto under cooling with ice and the mixture was extracted with ethyl acetate. The organic layer wa...